Dataset: the Open Reaction Database (ORD), a public repository of structured organic reaction records. Task: describe an organic reaction: reactants, conditions, products, and yield Reactants: O=C([O-])O, CCOC(C)=O, ClC(Cl)Cl, [Na+], [Na+], [Na+], CC(C)(C)C(Cn1cnc2cc(Cl)c(Cl)cc21)OC(=O)NCC(O)CNS(=O)(=O)c1ccccn1, CC(C)(C)C(Cn1cnc2cc(Cl)c(Cl)cc21)OC(=O)NCC(O)CNS(=O)(=O)c1ccccn1, O=S([O-])([O-])=S. Yields the product CC(C)(C)C(Cn1cnc2cc(Cl)c(Cl)cc21)OC(=O)NCC(=O)CNS(=O)(=O)c1ccccn1. RXN SMILES: [C:78](=[O:79])([OH:80])[O-:81].[CH3:87][CH2:88][O:89][C:90](=[O:91])[CH3:92].[CH:83]([Cl:84])([Cl:85])[Cl:86].[Na+:76].[Na+:77].[Na+:82].[OH:1][CH:2]([CH2:3][NH:4][C:5]([O:6][CH:7]([C:8]([CH3:9])([CH3:10])[CH3:11])[CH2:12][n:13]1[cH:14][n:15][c:16]2[c:17]1[cH:18][c:19]([Cl:23])[c:20]([Cl:22])[cH:21]2)=[O:24])[CH2:25][NH:26][S:27](=[O:28])(=[O:29])[c:30]1[n:31][cH:32][cH:33][cH:34][cH:35]1.[OH:36][CH:37]([CH2:38][NH:39][S:40]([c:41]1[cH:42][cH:43][cH:44][cH:45][n:46]1)(=[O:47])=[O:48])[CH2:49][NH:50][C:51](=[O:52])[O:53][CH:54]([CH2:55][n:56]1[c:57]2[cH:58][c:59]([Cl:60])[c:61]([Cl:62])[cH:63][c:64]2[n:65][cH:66]1)[C:67]([CH3:68])([CH3:69])[CH3:70].[S:71]([O-:72])([O-:73])(=[O:74])=[S:75]>>[O:1]=[C:2]([CH2:3][NH:4][C:5]([O:6][CH:7]([C:8]([CH3:9])([CH3:10])[CH3:11])[CH2:12][n:13]1[cH:14][n:15][c:16]2[c:17]1[cH:18][c:19]([Cl:23])[c:20]([Cl:22])[cH:21]2)=[O:24])[CH2:25][NH:26][S:27](=[O:28])(=[O:29])[c:30]1[n:31][cH:32][cH:33][cH:34][cH:35]1.